Dataset: the Open Reaction Database (ORD), a public repository of structured organic reaction records. Task: describe an organic reaction: reactants, conditions, products, and yield Reactants: NC1=CC=CC=C1 (aniline), C(=O)NC1=CC=CC=C1.[K] (potassium formanilide). Solvent: CO (methanol). Reaction conditions: temperature 100 celsius. The product is C(=O)NC1=CC=CC=C1 (Formanilide). RXN SMILES: NC1C=CC=CC=1.[CH:8]([NH:10][C:11]1[CH:16]=[CH:15][CH:14]=[CH:13][CH:12]=1)=[O:9].[K]>CO>[CH:8]([NH:10][C:11]1[CH:16]=[CH:15][CH:14]=[CH:13][CH:12]=1)=[O:9] |f:1.2,^1:16|. Procedure details: Into a 1-liter Parr autoclave equipped with an agitator, thermowell, rupture disc and cooling coils are placed 84 g. (0.9 mole) of aniline, 16 g. (0.1 mole) of potassium formanilide and 150 g. of methanol. The autoclave is closed and purged with CO. The temperature is raised to 100° C. with atm. steam and CO is introduced at 28 kg/cm2 pressure. Absorption is rapid and little or no heat of reaction is noted. The reaction is run for 31/2 hours, the autoclave cooled to 15° C. and the excess CO vent... Reactants: FC(S(=O)(=O)OC1=CCCC2=CC=CC=C12)(F)F (3,4-dihydro-1-(trifluoromethylsulfonyloxy)naphthalene), CC1(N=C(OC1)C=1C=C(C=CC1)B(O)O)C (3-(4,4-dimethyl-4,5-dihydrooxazol-2-yl)phenyl-dihydroxyborane), [Cl-].[Li+] (lithium chloride), C([O-])([O-])=O.[Na+].[Na+] (sodium carbonate). The reagents and catalysts are C=1C=CC(=CC1)[P](C=2C=CC=CC2)(C=3C=CC=CC3)[Pd]([P](C=4C=CC=CC4)(C=5C=CC=CC5)C=6C=CC=CC6)([P](C=7C=CC=CC7)(C=8C=CC=CC8)C=9C=CC=CC9)[P](C=1C=CC=CC1)(C=1C=CC=CC1)C=1C=CC=CC1 (tetrakis(triphenylphosphine)palladium(0)). The solvent is COCCOC (1,2-dimethoxyethane). Run at temperature 85 celsius, time 3 hour. Yields the product C1(=CCCC2=CC=CC=C12)C=1C=C(C=CC1)C=1OCC(N1)(C)C (2-[3-(3,4-dihydro-1-naphthyl)phenyl]-4,4-dimethyl-4,5-dihydrooxazole). The yield is 96.3%. RXN SMILES: FC(F)(F)S(O[C:7]1[C:16]2[C:11](=[CH:12][CH:13]=[CH:14][CH:15]=2)[CH2:10][CH2:9][CH:8]=1)(=O)=O.[CH3:19][C:20]1([CH3:34])[CH2:24][O:23][C:22]([C:25]2[CH:26]=[C:27](B(O)O)[CH:28]=[CH:29][CH:30]=2)=[N:21]1.[Cl-].[Li+].C(=O)([O-])[O-].[Na+].[Na+]>COCCOC.C1C=CC([P]([Pd]([P](C2C=CC=CC=2)(C2C=CC=CC=2)C2C=CC=CC=2)([P](C2C=CC=CC=2)(C2C=CC=CC=2)C2C=CC=CC=2)[P](C2C=CC=CC=2)(C2C=CC=CC=2)C2C=CC=CC=2)(C2C=CC=CC=2)C2C=CC=CC=2)=CC=1>[C:7]1([C:27]2[CH:26]=[C:25]([C:22]3[O:23][CH2:24][C:20]([CH3:34])([CH3:19])[N:21]=3)[CH:30]=[CH:29][CH:28]=2)[C:16]2[C:11](=[CH:12][CH:13]=[CH:14][CH:15]=2)[CH2:10][CH2:9][CH:8]=1 |f:2.3,4.5.6,^1:52,54,73,92|. Procedure details: A mixture of 3,4-dihydro-1-(trifluoromethylsulfonyloxy)naphthalene (1.0 g), 3-(4,4-dimethyl-4,5-dihydrooxazol-2-yl)phenyl-dihydroxyborane (1.1 g), tetrakis(triphenylphosphine)palladium(0) (0.21 g), lithium chloride (0.46 g), 2M sodium carbonate aqueous solution (5.1 ml) in 1,2-dimethoxyethane (12 ml) was heated at 85° C. and stirred vigorously for 3 hours under nitrogen atmosphere. After being cooled to room temperature, the reaction mixture was concentrated under reduced pressure. The residue w...